This data is from the Open Reaction Database (ORD), a public repository of structured organic reaction records. The task is: describe an organic reaction: reactants, conditions, products, and yield Reactants: FC(CCCCCCCCCCCCCCCNC1=CC=C(C(NCC(=O)OCC)=O)C=C1)(F)F (ethyl 4-[15-(trifluoromethyl)pentadecylamino]hippurate), [OH-].[Na+] (sodium hydroxide). Solvent: C(C)O (ethanol). The product is FC(CCCCCCCCCCCCCCCNC1=CC=C(C(=O)NCC(=O)O)C=C1)(F)F (N-{4-[15-(Trifluoromethyl)pentadecylamino]benzoyl}glycine). RXN SMILES: [F:1][C:2]([F:35])([F:34])[CH2:3][CH2:4][CH2:5][CH2:6][CH2:7][CH2:8][CH2:9][CH2:10][CH2:11][CH2:12][CH2:13][CH2:14][CH2:15][CH2:16][CH2:17][NH:18][C:19]1[CH:33]=[CH:32][C:22]([C:23](=[O:31])[NH:24][CH2:25][C:26]([O:28]CC)=[O:27])=[CH:21][CH:20]=1.[OH-].[Na+]>C(O)C>[F:1][C:2]([F:34])([F:35])[CH2:3][CH2:4][CH2:5][CH2:6][CH2:7][CH2:8][CH2:9][CH2:10][CH2:11][CH2:12][CH2:13][CH2:14][CH2:15][CH2:16][CH2:17][NH:18][C:19]1[CH:33]=[CH:32][C:22]([C:23]([NH:24][CH2:25][C:26]([OH:28])=[O:27])=[O:31])=[CH:21][CH:20]=1 |f:1.2|. Procedure details: A mixture of 26.4 g. of ethyl 4-[15-(trifluoromethyl)pentadecylamino]hippurate, 110 ml. of 1 N sodium hydroxide solution; and 100 ml. of ethanol is stirred at ambient temperature for 2 hours and then partially evaporated. The aqueous solution is washed with diethyl ether, acidified with 6 N hydrochloric acid, and filtered. The solid is dried in vacuo and recrystallized from acetone to yield the product as a white solid. Reactants: CS(=O)(=O)OC[C@@H]1CC[C@H](CC1)NC1=C(C=NC2=CC=C(C=C12)Br)C(=O)C1CC1 ((trans-4-((6-bromo-3-(cyclopropanecarbonyl)quinolin-4-yl)amino)cyclohexyl)methyl methanesulfonate), Cl.COC1CNCC1 (3-methoxypyrrolidine hydrochloride), C(=O)([O-])[O-].[K+].[K+] (K2CO3), C(C)(C)N(C(C)C)CC (N,N-diisopropylethylamine). Run in C(C)#N (acetonitrile). Conditions: temperature 80 celsius. Product: BrC=1C=C2C(=C(C=NC2=CC1)C(=O)C1CC1)N[C@@H]1CC[C@H](CC1)CN1CC(CC1)OC ((6-bromo-4-((trans-4-((3-methoxypyrrolidin-1-yl)methyl)cyclohexyl)amino)quinolin-3-yl)(cyclopropyl)methanone). The yield is 42.5%. Reaction SMILES: CS(O[CH2:6][C@H:7]1[CH2:12][CH2:11][C@H:10]([NH:13][C:14]2[C:23]3[C:18](=[CH:19][CH:20]=[C:21]([Br:24])[CH:22]=3)[N:17]=[CH:16][C:15]=2[C:25]([CH:27]2[CH2:29][CH2:28]2)=[O:26])[CH2:9][CH2:8]1)(=O)=O.Cl.[CH3:31][O:32][CH:33]1[CH2:37][CH2:36][NH:35][CH2:34]1.C([O-])([O-])=O.[K+].[K+].C(N(CC)C(C)C)(C)C>C(#N)C>[Br:24][C:21]1[CH:22]=[C:23]2[C:18](=[CH:19][CH:20]=1)[N:17]=[CH:16][C:15]([C:25]([CH:27]1[CH2:28][CH2:29]1)=[O:26])=[C:14]2[NH:13][C@H:10]1[CH2:9][CH2:8][C@H:7]([CH2:6][N:35]2[CH2:36][CH2:37][CH:33]([O:32][CH3:31])[CH2:34]2)[CH2:12][CH2:11]1 |f:1.2,3.4.5|. Procedure details: To a solution of (trans-4-((6-bromo-3-(cyclopropanecarbonyl)quinolin-4-yl)amino)cyclohexyl)methyl methanesulfonate (362 mg, 0.75 mmol) and 3-methoxypyrrolidine hydrochloride (410 mg, 2.98 mmol) in acetonitrile (15 mL) was added K2CO3 (1.24 g, 9 mmol) and KI (300 mg, 1.81 mmol) and N,N-diisopropylethylamine (0.5 mL, 2.9 mmol) and the reaction mixture was heated at 50° C. for 16 h and 80° C. for 24 h. The solution was cooled to room temperature, diluted with satd. aq. NaHCO3 and extracted with eth... Reactants: Cc1ccc(C2c3c(C)c(N)c(C)c(C)c3OC2(C)C)cc1, CC(=O)[O-], CC(=O)OC(C)=O, [Na+], [Na+], O=C1OC(=O)c2ccccc21, C1CCOC1, [OH-]. The product is Cc1ccc(C2c3c(C)c(N4C(=O)c5ccccc5C4=O)c(C)c(C)c3OC2(C)C)cc1. RXN SMILES: [CH3:12][C:13]1([CH3:33])[O:14][c:15]2[c:16]([c:25]([CH3:32])[c:26]([NH2:31])[c:27]([CH3:30])[c:28]2[CH3:29])[CH:17]1[c:18]1[cH:19][cH:20][c:21]([CH3:24])[cH:22][cH:23]1.[CH3:35][C:36](=[O:37])[O-:38].[CH3:39][C:40]([O:41][C:42](=[O:43])[CH3:44])=[O:45].[Na+:34].[Na+:47].[O:1]=[C:2]1[O:3][C:4](=[O:5])[c:6]2[cH:7][cH:8][cH:9][cH:10][c:11]21.[O:48]1[CH2:49][CH2:50][CH2:51][CH2:52]1.[OH-:46]>>[C:2]1(=[O:3])[c:11]2[c:6]([cH:7][cH:8][cH:9][cH:10]2)[C:4](=[O:5])[N:31]1[c:26]1[c:25]([CH3:32])[c:16]2[c:15]([c:28]([CH3:29])[c:27]1[CH3:30])[O:14][C:13]([CH3:12])([CH3:33])[CH:17]2[c:18]1[cH:19][cH:20][c:21]([CH3:24])[cH:22][cH:23]1. The reactants are COC1=C(C(=O)O)C(=CC(=C1)C(F)(F)F)SC (2-Methoxy-6-methylsulfanyl-4-trifluoromethyl-benzoic acid), FC(C1=CC=C(C(=O)O)C=C1)(F)F (4-(trifluoromethyl)benzoic acid), CSSC (dimethyl disulfide). Product: CSC1=C(C(=O)O)C=CC(=C1)C(F)(F)F (2-Methylsulfanyl-4-trifluoromethyl-benzoic acid). RXN SMILES: CO[C:3]1[CH:11]=[C:10]([C:12]([F:15])([F:14])[F:13])[CH:9]=[C:8]([S:16][CH3:17])[C:4]=1[C:5]([OH:7])=[O:6].FC(F)(F)C1C=CC(C(O)=O)=CC=1.CSSC>>[CH3:17][S:16][C:8]1[CH:9]=[C:10]([C:12]([F:13])([F:14])[F:15])[CH:11]=[CH:3][C:4]=1[C:5]([OH:7])=[O:6]. Reported procedure: The title compound, white solid, MS: m/e=235.0 [(M−H)−], was prepared in accordance with the general method of intermediate A from 4-(trifluoromethyl)benzoic acid and dimethyl disulfide.